Dataset: the Open Reaction Database (ORD), a public repository of structured organic reaction records. Task: describe an organic reaction: reactants, conditions, products, and yield Reactants: O=CO, [Na+], O=C([O-])O, Cc1ccc(S(=O)(=O)Oc2cc3ccccc3nc2C(C)(C)O)cc1, [Zn]. Product: Cc1ccc(S(=O)(=O)Oc2cc3ccccc3nc2C(C)C)cc1. RXN SMILES: [CH:31]([OH:32])=[O:33].[Na+:30].[O-:26][C:27]([OH:28])=[O:29].[OH:1][C:2]([CH3:3])([CH3:4])[c:5]1[n:6][c:7]2[cH:8][cH:9][cH:10][cH:11][c:12]2[cH:13][c:14]1[O:15][S:16](=[O:17])(=[O:18])[c:19]1[cH:20][cH:21][c:22]([CH3:25])[cH:23][cH:24]1.[Zn:34]>>[CH:2]([CH3:3])([CH3:4])[c:5]1[n:6][c:7]2[cH:8][cH:9][cH:10][cH:11][c:12]2[cH:13][c:14]1[O:15][S:16](=[O:17])(=[O:18])[c:19]1[cH:20][cH:21][c:22]([CH3:25])[cH:23][cH:24]1. The reactants are CC1=CC=C(C(=O)C=2C(=NC=CC2)C(=O)O)C=C1 (3-(4-methylbenzoyl)-2-pyridinecarboxylic acid), [OH-].[Na+] (NaOH), [O-][Mn](=O)(=O)=O.[K+] (KMnO4). Run in C(C)(C)O (isopropanol). The product is C(=O)(O)C1=CC=C(C(=O)C=2C(=NC=CC2)C(=O)O)C=C1 (3-(4-carboxybenzoyl)-2-pyridinecarboxylic acid). RXN SMILES: [CH3:1][C:2]1[CH:18]=[CH:17][C:5]([C:6]([C:8]2[C:9]([C:14]([OH:16])=[O:15])=[N:10][CH:11]=[CH:12][CH:13]=2)=[O:7])=[CH:4][CH:3]=1.[OH-:19].[Na+].[O-:21][Mn](=O)(=O)=O.[K+]>C(O)(C)C>[C:1]([C:2]1[CH:3]=[CH:4][C:5]([C:6]([C:8]2[C:9]([C:14]([OH:16])=[O:15])=[N:10][CH:11]=[CH:12][CH:13]=2)=[O:7])=[CH:17][CH:18]=1)([OH:21])=[O:19] |f:1.2,3.4|. Procedure: To a mixture of 3-(4-methylbenzoyl)-2-pyridinecarboxylic acid (6.0 g) and 0.1N-NaOH (340 ml) was added portionwise KMnO4 (8.0 g), while stirring at room temperature. After this mixture was heated at 90°-100° C. for 1.5 hour, isopropanol was added to the mixture, and the resulting precipitate was filtered off. To the filtrate was added c.HCl to adjust the pH 2. The solution was saturated with NaCl and extracted with ethyl acetate-THF (about 3:1). The extract was washed with ag. NaCl, dried, and t... Starting materials: M(35Cl)-indole, C1=CC=CC2=NC=C3C=CC=CC3=C12 (phenanthridine), ClC1=NC=C(C(=O)Cl)C=C1 (6-chloronicotinoyl chloride), N1C=CC2=CC=CC=C12 (indole). The product is ClC1=CC=C(C=N1)C(=O)N1C=2C=CC=CC2C2=CC=CC=C2C1C1=CNC2=CC=CC=C12 ((6-Chloro-pyridin-3-yl)-[6-(1H-indol-3-yl)-6H-phenanthridin-5-yl]-methanone). As a reaction SMILES: [CH:1]1[C:14]2[C:5](=[N:6][CH:7]=[C:8]3[C:13]=2[CH:12]=[CH:11][CH:10]=[CH:9]3)[CH:4]=[CH:3][CH:2]=1.[Cl:15][C:16]1[CH:24]=[CH:23][C:19]([C:20](Cl)=[O:21])=[CH:18][N:17]=1.[NH:25]1[C:33]2[C:28](=[CH:29][CH:30]=[CH:31][CH:32]=2)[CH:27]=[CH:26]1>>[Cl:15][C:16]1[N:17]=[CH:18][C:19]([C:20]([N:6]2[CH:7]([C:27]3[C:28]4[C:33](=[CH:32][CH:31]=[CH:30][CH:29]=4)[NH:25][CH:26]=3)[C:8]3[C:13](=[CH:12][CH:11]=[CH:10][CH:9]=3)[C:14]3[CH:1]=[CH:2][CH:3]=[CH:4][C:5]2=3)=[O:21])=[CH:23][CH:24]=1. Procedure: (6-Chloro-pyridin-3-yl)-[6-(1H-indol-3-yl)-6H-phenanthridin-5-yl]-methanone was prepared from phenanthridine, 6-chloronicotinoyl chloride, and indole according to GP 2. Yield, 55%. 1H-NMR (DMSO-d6): δ=6.24 (d, J=1.7 Hz, 1H), 6.46 (s, br., 1H), 6.90 (t, J=7.5 Hz, 1H), 6.99-7.09 (m, 2H), 7.15-7.28 (m, 3H), 7.40-7.48 (m, 2H), 7.51-7.59 (m, 2H), 7.64 (d, J=8.2 Hz, 1H), 7.85 (d, J≈7 Hz, 1H), 8.01 (d, J=7.6 Hz, 1H), 8.12 (d, J=7.6 Hz, 1H), 8.23 (s, 1H), 10.73 (s, 1H); (+)-ESI-MS: m/z=436 [M(35Cl)+H]+,... The reactants are CCCCCc1ccc(CN)cc1, C1CCOC1, CN1CCOCC1, O=C(O)c1ccc(-c2nc(CCl)cs2)cc1, ClCCl, CC(C)COC(=O)Cl, Cl. Product: CCCCCc1ccc(CNC(=O)c2ccc(-c3nc(CCl)cs3)cc2)cc1. Reaction SMILES: [CH2:33]([CH2:34][CH2:35][CH2:36][CH3:37])[c:38]1[cH:39][cH:40][c:41]([CH2:42][NH2:43])[cH:44][cH:45]1.[CH2:46]1[O:47][CH2:48][CH2:49][CH2:50]1.[CH3:1][N:2]1[CH2:3][CH2:4][O:5][CH2:6][CH2:7]1.[Cl:16][CH2:17][c:18]1[n:19][c:20](-[c:23]2[cH:24][cH:25][c:26]([C:27](=[O:28])[OH:29])[cH:30][cH:31]2)[s:21][cH:22]1.[Cl:51][CH2:52][Cl:53].[Cl:8][C:9]([O:10][CH2:11][CH:12]([CH3:13])[CH3:14])=[O:15].[ClH:32]>>[Cl:16][CH2:17][c:18]1[n:19][c:20](-[c:23]2[cH:24][cH:25][c:26]([C:27](=[O:29])[NH:43][CH2:42][c:41]3[cH:40][cH:39][c:38]([CH2:33][CH2:34][CH2:35][CH2:36][CH3:37])[cH:45][cH:44]3)[cH:30][cH:31]2)[s:21][cH:22]1. Starting materials: P(=O)(OCC(COC(NCCCCCCCCCCCCCCCCCC)=O)OCC1=CC=CC=C1)(OCC[N+](C)(C)C)[O-] (2-Benzyloxy-3-octadecylcarbamoyloxypropyl 2-trimethylammonioethyl phosphate). Reagents/catalysts: [Pd] (palladium-on-carbon). Solvent: C(C)(=O)O (acetic acid). Product: P(=O)(OCC(COC(NCCCCCCCCCCCCCCCCCC)=O)O)(OCC[N+](C)(C)C)[O-] (2-Hydroxy-3-octadecylcarbamoyloxypropyl 2-trimethylammonioethyl phosphate). RXN SMILES: [P:1]([O-:44])([O:37][CH2:38][CH2:39][N+:40]([CH3:43])([CH3:42])[CH3:41])([O:3][CH2:4][CH:5]([O:29]CC1C=CC=CC=1)[CH2:6][O:7][C:8](=[O:28])[NH:9][CH2:10][CH2:11][CH2:12][CH2:13][CH2:14][CH2:15][CH2:16][CH2:17][CH2:18][CH2:19][CH2:20][CH2:21][CH2:22][CH2:23][CH2:24][CH2:25][CH2:26][CH3:27])=[O:2]>C(O)(=O)C.[Pd]>[P:1]([O-:44])([O:37][CH2:38][CH2:39][N+:40]([CH3:43])([CH3:42])[CH3:41])([O:3][CH2:4][CH:5]([OH:29])[CH2:6][O:7][C:8](=[O:28])[NH:9][CH2:10][CH2:11][CH2:12][CH2:13][CH2:14][CH2:15][CH2:16][CH2:17][CH2:18][CH2:19][CH2:20][CH2:21][CH2:22][CH2:23][CH2:24][CH2:25][CH2:26][CH3:27])=[O:2]. Reported procedure: The benzyl compound (1.4 g) obtained in Example 27 was dissolved in 50 ml of acetic acid and hydrogenated on 100 mg of palladium-on-carbon. Then, the catalyst was removed and the filtrate was concentrated to dryness. The residue was purified by column chromatography on silica gel (15 g) using chloroform-methanol-water (65:25:4) as the eluent to give the above-identified compound. The reactants are ClCC(=O)O (Chloroacetic acid), [OH-].[Na+] (NaOH), CC(=O)C1=CC=C(C=C1)N (4-aminoacetophenone). The product is C(C)(=O)C1=CC=C(C=C1)NCC(=O)O (2-((4-acetylphenyl)amino)acetic acid). The yield is 90.0%. As a reaction SMILES: Cl[CH2:2][C:3]([OH:5])=[O:4].[OH-].[Na+].[CH3:8][C:9]([C:11]1[CH:16]=[CH:15][C:14]([NH2:17])=[CH:13][CH:12]=1)=[O:10]>>[C:9]([C:11]1[CH:16]=[CH:15][C:14]([NH:17][CH2:2][C:3]([OH:5])=[O:4])=[CH:13][CH:12]=1)(=[O:10])[CH3:8] |f:1.2|. Procedure: Chloroacetic acid (40 mmol) was neutralized with aqueous 2N NaOH (50 mmol), then 4-aminoacetophenone was added (25 mmol) was added to the above solution, and the whole reaction mixture was refluxed for 5 hrs. Cooled the reaction mixture, and the solid separated was filtered and washed with water. The solid was recrystallized from aqueous ethanol to get pure 2-((4-acetylphenyl)amino)acetic acid (4.2 g, 90% yield). To a solution of 1-(4-methoxyphenyl)piperazine (0.6 mmol) and 2-((4-acetylphenyl)am... Reactants: NC1=NC=CC=C1OCC1=CC=CC=C1 (2-amino-3-benzyloxypyridine), S(=O)(=O)(C1=CC=C(C)C=C1)OC(C(C)=O)CC#C (3-tosyloxy-5-hexyn-2-one). Solvent: C(C)O (ethanol). Yields the product C(C1=CC=CC=C1)OC=1C=2N(C=CC1)C(=C(N2)C)CC#C (8-benzyloxy-3-(2-propynyl)-2-methylimidazo[1,2-a]pyridine). Yield: 31.0%. As a reaction SMILES: [NH2:1][C:2]1[C:7]([O:8][CH2:9][C:10]2[CH:15]=[CH:14][CH:13]=[CH:12][CH:11]=2)=[CH:6][CH:5]=[CH:4][N:3]=1.S(OC(CC#C)C(=O)C)([C:19]1[CH:25]=[CH:24][C:22](C)=[CH:21][CH:20]=1)(=O)=O>C(O)C>[CH2:9]([O:8][C:7]1[C:2]2[N:3]([C:19]([CH2:20][C:21]#[CH:22])=[C:25]([CH3:24])[N:1]=2)[CH:4]=[CH:5][CH:6]=1)[C:10]1[CH:11]=[CH:12][CH:13]=[CH:14][CH:15]=1. Reported procedure: A solution of 2-amino-3-benzyloxypyridine (2 g) and 3-tosyloxy-5-hexyn-2-one (2.66 g) in ethanol (15 ml) was stirred and refluxed for 24 hours and then evaporated in vacuo. To the residue was added an aqueous solution of sodium bicarbonate and the mixture was extracted with ethyl acetate. The extract was washed with water, dried over magnesium sulfate and evaporated in vacuo. The oily residue was purified by column chromatography on silica gel (50 g) using chloroform as an eluent to give a solid... The reactants are CCCCCCCCN, CN(C)C=O, Cc1cc2c(cc1O)CC(=O)O2. Yields the product CCCCCCCCNC(=O)Cc1cc(O)c(C)cc1O. As a reaction SMILES: [CH2:1]([CH2:2][CH2:3][CH2:4][CH2:5][CH2:6][CH2:7][CH3:8])[NH2:9].[CH3:22][N:23]([CH3:24])[CH:25]=[O:26].[OH:10][c:11]1[c:12]([CH3:21])[cH:13][c:14]2[c:15]([cH:20]1)[CH2:16][C:17](=[O:19])[O:18]2>>[CH2:1]([CH2:2][CH2:3][CH2:4][CH2:5][CH2:6][CH2:7][CH3:8])[NH:9][C:17]([CH2:16][c:15]1[c:14]([OH:18])[cH:13][c:12]([CH3:21])[c:11]([OH:10])[cH:20]1)=[O:19].